Dataset: the Open Reaction Database (ORD), a public repository of structured organic reaction records. Task: describe an organic reaction: reactants, conditions, products, and yield The reactants are CCNC(=O)Nc1nc2ccc(Br)cc2s1, COCCOC, CN(C)c1ccccc1-c1ccccc1P(C1CCCCC1)C1CCCCC1, OB(O)c1ccc(Cl)s1, [F-], [K+], CC(=O)[O-], CC(=O)[O-], [Pd+2]. Product: CCNC(=O)Nc1nc2ccc(-c3ccc(Cl)s3)cc2s1. As a reaction SMILES: [Br:10][c:11]1[cH:12][c:13]2[c:14]([n:15][c:16]([NH:18][C:19](=[O:20])[NH:21][CH2:22][CH3:23])[s:17]2)[cH:24][cH:25]1.[CH3:65][O:66][CH2:67][CH2:68][O:69][CH3:70].[CH:28]1([P:29]([CH:30]2[CH2:31][CH2:32][CH2:33][CH2:34][CH2:35]2)[c:36]2[cH:37][cH:38][cH:39][cH:40][c:41]2-[c:42]2[cH:43][cH:44][cH:45][cH:46][c:47]2[N:48]([CH3:49])[CH3:50])[CH2:51][CH2:52][CH2:53][CH2:54][CH2:55]1.[Cl:1][c:2]1[cH:3][cH:4][c:5]([B:7]([OH:8])[OH:9])[s:6]1.[F-:26].[K+:27].[O-:57][C:58]([CH3:59])=[O:60].[O-:61][C:62]([CH3:63])=[O:64].[Pd+2:56]>>[Cl:1][c:2]1[cH:3][cH:4][c:5](-[c:11]2[cH:12][c:13]3[c:14]([n:15][c:16]([NH:18][C:19](=[O:20])[NH:21][CH2:22][CH3:23])[s:17]3)[cH:24][cH:25]2)[s:6]1. The reactants are CO, [Li+], [OH-], O, COC(=O)C12OC(CNC(=O)C3CCC(CNC(=O)CNC(=O)CN4CCN(CC(=O)OC(C)(C)C)CCN(CC(=O)OC(C)(C)C)CCN(CC(=O)OC(C)(C)C)CC4)CC3)C(O)C1OC(C)(C)O2. Product: CC(C)(C)OC(=O)CN1CCN(CC(=O)NCC(=O)NCC2CCC(C(=O)NCC3OC4(C(=O)O)OC(C)(C)OC4C3O)CC2)CCN(CC(=O)OC(C)(C)C)CCN(CC(=O)OC(C)(C)C)CC1. Reaction SMILES: [CH3:74][OH:75].[Li+:72].[OH-:71].[OH2:73].[OH:1][CH:2]1[CH:3]([CH2:16][NH:17][C:18](=[O:19])[CH:20]2[CH2:21][CH2:22][CH:23]([CH2:26][NH:27][C:28]([CH2:29][NH:30][C:31]([CH2:32][N:33]3[CH2:34][CH2:35][N:36]([CH2:61][C:62](=[O:63])[O:64][C:65]([CH3:66])([CH3:67])[CH3:68])[CH2:37][CH2:38][N:39]([CH2:53][C:54]([O:55][C:56]([CH3:57])([CH3:58])[CH3:59])=[O:60])[CH2:40][CH2:41][N:42]([CH2:45][C:46]([O:47][C:48]([CH3:49])([CH3:50])[CH3:51])=[O:52])[CH2:43][CH2:44]3)=[O:69])=[O:70])[CH2:24][CH2:25]2)[O:4][C:5]2([C:12](=[O:13])[O:14][CH3:15])[O:6][C:7]([CH3:10])([CH3:11])[O:8][CH:9]12>>[OH:1][CH:2]1[CH:3]([CH2:16][NH:17][C:18](=[O:19])[CH:20]2[CH2:21][CH2:22][CH:23]([CH2:26][NH:27][C:28]([CH2:29][NH:30][C:31]([CH2:32][N:33]3[CH2:34][CH2:35][N:36]([CH2:61][C:62](=[O:63])[O:64][C:65]([CH3:66])([CH3:67])[CH3:68])[CH2:37][CH2:38][N:39]([CH2:53][C:54]([O:55][C:56]([CH3:57])([CH3:58])[CH3:59])=[O:60])[CH2:40][CH2:41][N:42]([CH2:45][C:46]([O:47][C:48]([CH3:49])([CH3:50])[CH3:51])=[O:52])[CH2:43][CH2:44]3)=[O:69])=[O:70])[CH2:24][CH2:25]2)[O:4][C:5]2([C:12](=[O:13])[OH:14])[O:6][C:7]([CH3:10])([CH3:11])[O:8][CH:9]12. Reactants: C1(CCCO1)=O (γ-butyrolactone), C(C=C)N (allylamine), COC1=C(C=CC=C1OC)C=1CCN(CC1)C (4-(2,3-Dimethoxyphenyl)-1,2,3,6-tetrahydro-1-methylpyridine), solution, C(CCC)[Li] (n-butyl lithium). The solvent is O1CCCC1 (tetrahydrofuran), O1CCCC1 (tetrahydrofuran). Reaction conditions: time 15 minute. Yields the product COC1=C(C=CC=C1OC)C1(CCN(C=C1)C)C(CCCO)=O (1-[4-(2,3-Dimethoxyphenyl)-1,2,3,4-tetrahydro-1-methylpyrid-4-yl]-4-hydroxy-1-butanone). Isolated yield 98.8%. Reaction SMILES: C(N)C=C.[CH3:5][O:6][C:7]1[C:12]([O:13][CH3:14])=[CH:11][CH:10]=[CH:9][C:8]=1[C:15]1[CH2:16][CH2:17][N:18]([CH3:21])[CH2:19][CH:20]=1.C([Li])CCC.[C:27]1(=[O:32])[O:31][CH2:30][CH2:29][CH2:28]1>O1CCCC1>[CH3:5][O:6][C:7]1[C:12]([O:13][CH3:14])=[CH:11][CH:10]=[CH:9][C:8]=1[C:15]1([C:30](=[O:31])[CH2:29][CH2:28][CH2:27][OH:32])[CH:16]=[CH:17][N:18]([CH3:21])[CH2:19][CH2:20]1. Reported procedure: A solution of 9.32 g (0.04 mol) of the allylamine, Compound IV, in 75 mL of dry tetrahydrofuran was cooled to -10° and treated with 40 mL of 1.65 M solution (0.066 mol) of n-butyl lithium. The resulting red solution was stirred at -10° for 15 min and transferred under nitrogen to a solution of 18.4 g (0.21 mol) of γ-butyrolactone in 40 mL of dry tetrahydrofuran at -76° over a period of 5 min. After the addition was complete the reaction mixture was stirred at -70° for 15 min and then quenched wi... Product: COC1OC(CO)C(O)C1O. The reactants are CO, O=CC(O)C(O)C(O)CO. Reaction SMILES: [CH3:11][OH:12].[O:1]=[CH:2][CH:3]([OH:4])[CH:5]([OH:6])[CH:7]([OH:8])[CH2:9][OH:10]>>[O:1]([CH:2]1[CH:3]([OH:4])[CH:5]([OH:6])[CH:7]([CH2:9][OH:10])[O:8]1)[CH3:11]. Product: CCOC(=O)C1NCC2(C(=O)CO)C1CC1C3CC(F)C4=CC(=O)C=CC4(C)C3(F)C(O)CC12C. Reaction SMILES: [CH2:1]([CH3:2])[O:3][C:4](=[O:5])[CH:6]1[CH:7]2[CH2:8][CH:9]3[C:10]([CH3:35])([CH2:11][CH:12]([OH:27])[C:13]4([F:26])[C:14]5([CH3:25])[CH:15]=[CH:16][C:17](=[O:24])[CH:18]=[C:19]5[CH:20]([F:23])[CH2:21][CH:22]34)[C:28]2([C:31]([CH2:32][OH:33])=[O:34])[CH:29]=[N:30]1.[CH3:36][C:37](=[O:38])[OH:39].[CH3:45][OH:46].[Na+:44].[O-:40][C:41]([OH:42])=[O:43]>>[CH2:1]([CH3:2])[O:3][C:4](=[O:5])[CH:6]1[CH:7]2[CH2:8][CH:9]3[C:10]([CH3:35])([CH2:11][CH:12]([OH:27])[C:13]4([F:26])[C:14]5([CH3:25])[CH:15]=[CH:16][C:17](=[O:24])[CH:18]=[C:19]5[CH:20]([F:23])[CH2:21][CH:22]34)[C:28]2([C:31]([CH2:32][OH:33])=[O:34])[CH2:29][NH:30]1. Reactants: CCOC(=O)C1N=CC2(C(=O)CO)C1CC1C3CC(F)C4=CC(=O)C=CC4(C)C3(F)C(O)CC12C, CC(=O)O, CO, [Na+], O=C([O-])O. The reactants are ClC1=NC(=NC(=N1)NCCCCC1CC(N(C(C1)(C)C)OC1CCCCC1)(C)C)NCCCCC1CC(N(C(C1)(C)C)OC1CCCCC1)(C)C (2-chloro-4,6-bis[N-(1-cyclohexyloxy-2,2,6,6-tetramethylpiperidin-4-yl)butylamino]-1,3,5-triazine), NCC(=O)O (glycine). Product: C1(CCCCC1)ON1C(CC(CC1(C)C)CCCCNC1=NC(=NC(=N1)NCCCCC1CC(N(C(C1)(C)C)OC1CCCCC1)(C)C)NCC(=O)O)(C)C (N-{4,6-Bis[N-(1-cyclohexyloxy-2,2,6,6-tetramethylpiperidin-4-yl)butylamino]-1,3,5-triazin-2-yl}glycine). RXN SMILES: Cl[C:2]1[N:7]=[C:6]([NH:8][CH2:9][CH2:10][CH2:11][CH2:12][CH:13]2[CH2:18][C:17]([CH3:20])([CH3:19])[N:16]([O:21][CH:22]3[CH2:27][CH2:26][CH2:25][CH2:24][CH2:23]3)[C:15]([CH3:29])([CH3:28])[CH2:14]2)[N:5]=[C:4]([NH:30][CH2:31][CH2:32][CH2:33][CH2:34][CH:35]2[CH2:40][C:39]([CH3:42])([CH3:41])[N:38]([O:43][CH:44]3[CH2:49][CH2:48][CH2:47][CH2:46][CH2:45]3)[C:37]([CH3:51])([CH3:50])[CH2:36]2)[N:3]=1.[NH2:52][CH2:53][C:54]([OH:56])=[O:55]>>[CH:44]1([O:43][N:38]2[C:37]([CH3:51])([CH3:50])[CH2:36][CH:35]([CH2:34][CH2:33][CH2:32][CH2:31][NH:30][C:4]3[N:5]=[C:6]([NH:8][CH2:9][CH2:10][CH2:11][CH2:12][CH:13]4[CH2:14][C:15]([CH3:28])([CH3:29])[N:16]([O:21][CH:22]5[CH2:23][CH2:24][CH2:25][CH2:26][CH2:27]5)[C:17]([CH3:19])([CH3:20])[CH2:18]4)[N:7]=[C:2]([NH:52][CH2:53][C:54]([OH:56])=[O:55])[N:3]=3)[CH2:40][C:39]2([CH3:41])[CH3:42])[CH2:45][CH2:46][CH2:47][CH2:48][CH2:49]1. Procedure: The title compound is prepared from the reaction of 2-chloro-4,6-bis[N-(1-cyclohexyloxy-2,2,6,6-tetramethylpiperidin-4-yl)butylamino]-1,3,5-triazine and glycine according to the procedure of Example 15. Reactants: COC(=O)C=Cc1ccc2c(c1)C(=O)CC1(CCN(CCCc3ccccc3)CC1)O2, [Na+], [OH-]. Yields the product O=C(O)C=Cc1ccc2c(c1)C(=O)CC1(CCN(CCCc3ccccc3)CC1)O2. As a reaction SMILES: [CH3:1][O:2][C:3]([CH:4]=[CH:5][c:6]1[cH:7][c:8]2[c:13]([cH:14][cH:15]1)[O:12][C:11]1([CH2:10][C:9]2=[O:30])[CH2:16][CH2:17][N:18]([CH2:21][CH2:22][CH2:23][c:24]2[cH:25][cH:26][cH:27][cH:28][cH:29]2)[CH2:19][CH2:20]1)=[O:31].[Na+:33].[OH-:32]>>[O:2]=[C:3]([CH:4]=[CH:5][c:6]1[cH:7][c:8]2[c:13]([cH:14][cH:15]1)[O:12][C:11]1([CH2:10][C:9]2=[O:30])[CH2:16][CH2:17][N:18]([CH2:21][CH2:22][CH2:23][c:24]2[cH:25][cH:26][cH:27][cH:28][cH:29]2)[CH2:19][CH2:20]1)[OH:31]. The reactants are ClCC(=O)Cl (chloroacetyl chloride), [N+](=O)([O-])C=1C=C(C=CC1)CC(C)N (1-(3'-nitro-phenyl)-2-amino-propane), C([O-])([O-])=O.[K+].[K+] (potassium carbonate), C(C)#N (acetonitrile), [N+](=O)([O-])C=1C=C(C=CC1)CC(C)NC(CCl)=O (1-(3'-nitro-phenyl)-2-(chloroacetyl-amino)-propane). Solvent: ice water. Product: Cl.[N+](=O)([O-])C=1C=C(C=CC1)CC(C)NC(CNCC1=CC=CC=C1)=O (1-(3'-nitro-phenyl)-2-(benzylaminoacetyl-amino)-propane hydrochloride). Reaction SMILES: [Cl:1]CC(Cl)=O.[N+]([C:9]1[CH:10]=[C:11]([CH2:15]C(N)C)[CH:12]=[CH:13][CH:14]=1)([O-])=O.C(=O)([O-])[O-].[K+].[K+].C(#[N:27])C.[N+:28]([C:31]1[CH:32]=[C:33]([CH2:37][CH:38]([NH:40][C:41](=[O:44])[CH2:42]Cl)[CH3:39])[CH:34]=[CH:35][CH:36]=1)([O-:30])=[O:29]>>[ClH:1].[N+:28]([C:31]1[CH:32]=[C:33]([CH2:37][CH:38]([NH:40][C:41](=[O:44])[CH2:42][NH:27][CH2:15][C:11]2[CH:10]=[CH:9][CH:14]=[CH:13][CH:12]=2)[CH3:39])[CH:34]=[CH:35][CH:36]=1)([O-:30])=[O:29] |f:2.3.4,7.8|. Reported procedure: 7.5 gm of chloroacetyl chloride were added dropwise to a mixture of 18 gm of 1-(3'-nitro-phenyl)-2-amino-propane, 14 gm of potassium carbonate and 150 ml of acetonitrile, whereby the temperature of the mixture rose to 45° C, and the resulting mixture was refluxed for two hours. Thereafter, the reaction mixture was allowed to cool, and then it was diluted with ice water, whereupon 1-(3'-nitro-phenyl)-2-(chloroacetyl-amino)-propane (m.p. 118° -120° C, recrystallized from ethyl acetate/petroleum et...